Dataset: the Open Reaction Database (ORD), a public repository of structured organic reaction records. Task: describe an organic reaction: reactants, conditions, products, and yield Starting materials: Oc1ccc(Br)c(F)c1, ClCCl, O, O=[N+]([O-])O, O=S(=O)(O)O. Yields the product O=[N+]([O-])c1cc(Br)c(F)cc1O. As a reaction SMILES: [Br:1][c:2]1[c:3]([F:9])[cH:4][c:5]([OH:8])[cH:6][cH:7]1.[Cl:20][CH2:21][Cl:22].[OH2:19].[OH:15][N+:16]([O-:17])=[O:18].[S:10](=[O:11])(=[O:12])([OH:13])[OH:14]>>[Br:1][c:2]1[c:3]([F:9])[cH:4][c:5]([OH:8])[c:6]([N+:16](=[O:15])[O-:17])[cH:7]1. The reactants are ClC1=CC2=C(OC3=C(CN2C(=O)NCC(=O)O)C=CC=C3)C=C1 (2-[[(8-chlorodibenz[b,f][1,4]oxazepin-10(11H)-yl)carbonyl]amino]acetic acid), Cl.CNOC (N,O-dimethylhydroxylamine HCl), anhydride, CN1CCOCC1 (NMM), CN1CCOCC1 (NMM), Cl.CNOC (N,O-dimethylhydroxylamine HCl). The solvent is C1CCOC1 (THF). The product is ClC1=CC2=C(OC3=C(CN2C(=O)NCC(=O)NCOC)C=CC=C3)C=C1 (8-chloro-N-[[[(methoxy)methylamino]carbonyl]methyl]dibenz[b,f][1,4]oxazepine-10(11H)-carboxamide). The yield is 536.6%. Reaction SMILES: [Cl:1][C:2]1[CH:23]=[CH:22][C:5]2[O:6][C:7]3[CH:21]=[CH:20][CH:19]=[CH:18][C:8]=3[CH2:9][N:10]([C:11]([NH:13][CH2:14][C:15](O)=[O:16])=[O:12])[C:4]=2[CH:3]=1.CN1C[CH2:29][O:28][CH2:27]C1.Cl.C[NH:33]OC>C1COCC1>[Cl:1][C:2]1[CH:23]=[CH:22][C:5]2[O:6][C:7]3[CH:21]=[CH:20][CH:19]=[CH:18][C:8]=3[CH2:9][N:10]([C:11]([NH:13][CH2:14][C:15]([NH:33][CH2:29][O:28][CH3:27])=[O:16])=[O:12])[C:4]=2[CH:3]=1 |f:2.3|. Procedure: By the method described in Example 5, the title compound of Example 4 (1.2 g, 3.6 mmol) in 40 mL of THF was converted to its mixed anhydride with NMM (0.42 g, 3.6 mmol) and IBCF (0.49 g, 3.6 mmol) and coupled to N,O-dimethylhydroxylamine HCl (0.35 g, 3.6 mmol) using an additional 0.36 mmol (3.6 mmol) of NMM to liberate the free base of N,O-dimethylhydroxylamine HCl. This procedure gave 726 mg of the title compound after HPLC purification on silica gel. The reactants are N1=CC=C(C=C1)C1=NN(C2=CC=C(C=C12)C(=O)O)C(C1=CC=CC=C1)(C1=CC=CC=C1)C1=CC=CC=C1 (3-(pyridin-4-yl)-1-trityl-1H-indazole-5-carboxylic acid), C=1C=CC2=C(C1)N=NN2O (HOBT), C(CCl)Cl (EDC), CCN(C(C)C)C(C)C (DIPEA), N[C@H]1CN(CCC1)CC1=C(C#N)C=CC=C1 (2-{[(3R)-3-aminopiperidin-1-yl]methyl}benzonitrile). Run in CN(C)C=O (DMF). Run at temperature 40 celsius, time 23 hour. The product is C(#N)C1=C(CN2C[C@@H](CCC2)NC(=O)C=2C=C3C(=NN(C3=CC2)C(C2=CC=CC=C2)(C2=CC=CC=C2)C2=CC=CC=C2)C2=CC=NC=C2)C=CC=C1 (N-[(3R)-1-(2-cyanobenzyl)piperidin-3-yl]-3-pyridin-4-yl-1-trityl-1H-indazole-5-carboxamide). RXN SMILES: [N:1]1[CH:6]=[CH:5][C:4]([C:7]2[C:15]3[C:10](=[CH:11][CH:12]=[C:13]([C:16](O)=[O:17])[CH:14]=3)[N:9]([C:19]([C:32]3[CH:37]=[CH:36][CH:35]=[CH:34][CH:33]=3)([C:26]3[CH:31]=[CH:30][CH:29]=[CH:28][CH:27]=3)[C:20]3[CH:25]=[CH:24][CH:23]=[CH:22][CH:21]=3)[N:8]=2)=[CH:3][CH:2]=1.C1C=CC2N(O)N=NC=2C=1.C(Cl)CCl.CCN(C(C)C)C(C)C.[NH2:61][C@@H:62]1[CH2:67][CH2:66][CH2:65][N:64]([CH2:68][C:69]2[CH:76]=[CH:75][CH:74]=[CH:73][C:70]=2[C:71]#[N:72])[CH2:63]1>CN(C=O)C>[C:71]([C:70]1[CH:73]=[CH:74][CH:75]=[CH:76][C:69]=1[CH2:68][N:64]1[CH2:65][CH2:66][CH2:67][C@@H:62]([NH:61][C:16]([C:13]2[CH:14]=[C:15]3[C:10](=[CH:11][CH:12]=2)[N:9]([C:19]([C:20]2[CH:21]=[CH:22][CH:23]=[CH:24][CH:25]=2)([C:26]2[CH:31]=[CH:30][CH:29]=[CH:28][CH:27]=2)[C:32]2[CH:33]=[CH:34][CH:35]=[CH:36][CH:37]=2)[N:8]=[C:7]3[C:4]2[CH:3]=[CH:2][N:1]=[CH:6][CH:5]=2)=[O:17])[CH2:63]1)#[N:72]. Procedure details: To a microwave vial equipped with a stir bar was added 3-(pyridin-4-yl)-1-trityl-1H-indazole-5-carboxylic acid (50 mg, 0.104 mmol), HOBT (23.85 mg, 0.156 mmol), EDC (29.9 mg, 0.156 mmol), DIPEA (54.4 μl, 0.311 mmol), 2-{[(3R)-3-aminopiperidin-1-yl]methyl}benzonitrile (22.35 mg, 0.104 mmol), and DMF (1038 μl). The vial was sealed and heated to 40° C. The LCMS taken after 23 hours indicates formation of the desired product. The crude reaction mixture was filtered through a column pre-packed with c... Starting materials: CO, [Na+], [OH-], O, COC(=O)c1cc2occc2cn1. Yields the product O=C(O)c1cc2occc2cn1. RXN SMILES: [CH3:16][OH:17].[Na+:15].[OH-:14].[OH2:18].[o:1]1[cH:2][cH:3][c:4]2[cH:5][n:6][c:7]([C:10](=[O:11])[O:12][CH3:13])[cH:8][c:9]12>>[o:1]1[cH:2][cH:3][c:4]2[cH:5][n:6][c:7]([C:10](=[O:11])[OH:12])[cH:8][c:9]12. Starting materials: COC(=O)CCc1ccc(N(Cc2ccccc2)Cc2ccccc2)nc1C(=O)OC, CO, [H-], [Na+], C1CCOC1. Reaction SMILES: [CH2:1]([c:2]1[cH:3][cH:4][cH:5][cH:6][cH:7]1)[N:8]([c:9]1[cH:10][cH:11][c:12]([CH2:19][CH2:20][C:21]([O:22][CH3:23])=[O:24])[c:13]([C:15](=[O:16])[O:17][CH3:18])[n:14]1)[CH2:25][c:26]1[cH:27][cH:28][cH:29][cH:30][cH:31]1.[CH3:34][OH:35].[H-:32].[Na+:33].[O:36]1[CH2:37][CH2:38][CH2:39][CH2:40]1>>[CH2:1]([c:2]1[cH:3][cH:4][cH:5][cH:6][cH:7]1)[N:8]([c:9]1[cH:10][cH:11][c:12]2[c:13]([n:14]1)[C:15](=[O:16])[CH2:20][CH2:19]2)[CH2:25][c:26]1[cH:27][cH:28][cH:29][cH:30][cH:31]1. Product: O=C1CCc2ccc(N(Cc3ccccc3)Cc3ccccc3)nc21. Starting materials: ClC1=C(C=C2C=CNC2=C1)SCC (6-Chloro-5-ethylthioindole), C(#N)[BH3-].[Na+] (sodium cyanoborohydride). The product is ClC1=C(C=C2CCNC2=C1)SCC (6-Chloro-5-ethylthioindoline). Isolated yield 50.4%. RXN SMILES: [Cl:1][C:2]1[CH:10]=[C:9]2[C:5]([CH:6]=[CH:7][NH:8]2)=[CH:4][C:3]=1[S:11][CH2:12][CH3:13].C([BH3-])#N.[Na+]>>[Cl:1][C:2]1[CH:10]=[C:9]2[C:5]([CH2:6][CH2:7][NH:8]2)=[CH:4][C:3]=1[S:11][CH2:12][CH3:13] |f:1.2|. Procedure: 6-Chloro-5-ethylthioindole (D63) (0.35 g, 1.67 mmol) was treated with sodium cyanoborohydride as in the method of Description 10 to give the title compound (0.18 g, 57%) as a yellow oil.